This data is from the Open Reaction Database (ORD), a public repository of structured organic reaction records. The task is: describe an organic reaction: reactants, conditions, products, and yield Reactants: suspension, CC1=CN=CC2=CC=CC(=C12)S(=O)(=O)N1CCNCCC1 (hexahydro-1-[(4-methyl-5-isoquinolinyl)sulfonyl]-1H-1,4-diazepine), C(C)(=O)OC(C)=O (acetic anhydride). Solvent: N1=CC=CC=C1 (pyridine). Conditions: temperature 60 celsius, time 30 minute. Yields the product C(C)(=O)N1CCN(CCC1)S(=O)(=O)C1=C2C(=CN=CC2=CC=C1)C (1-acetyl-hexahydro-4-[(4-methyl-5-isoquinolinyl)sulfonyl]-1H-1,4-diazepine). Yield: 74.6%. As a reaction SMILES: [CH3:1][C:2]1[C:11]2[C:6](=[CH:7][CH:8]=[CH:9][C:10]=2[S:12]([N:15]2[CH2:21][CH2:20][CH2:19][NH:18][CH2:17][CH2:16]2)(=[O:14])=[O:13])[CH:5]=[N:4][CH:3]=1.[C:22](OC(=O)C)(=[O:24])[CH3:23]>N1C=CC=CC=1>[C:22]([N:18]1[CH2:19][CH2:20][CH2:21][N:15]([S:12]([C:10]2[CH:9]=[CH:8][CH:7]=[C:6]3[C:11]=2[C:2]([CH3:1])=[CH:3][N:4]=[CH:5]3)(=[O:14])=[O:13])[CH2:16][CH2:17]1)(=[O:24])[CH3:23]. Reported procedure: To 30 ml of a suspension prepared by suspending 2.25 g of hexahydro-1-[(4-methyl-5-isoquinolinyl)sulfonyl]-1H-1,4-diazepine in pyridine was added 2.0 g of acetic anhydride, and the mixture was stirred at 60° C. for 30 minutes. This reaction mixture was concentrated, made basic with sodium hydrogencarbonate/H2O, and extracted with chloroform. The extract was dried and concentrated to provide 1.91 g of 1-acetyl-hexahydro-4-[(4-methyl-5-isoquinolinyl)sulfonyl]-1H-1,4-diazepine as oil. Starting materials: C(C)(C)N(C(C)C)CC (N,N-diisopropylethylamine), CS(=O)C (dimethyl sulfoxide), COC1=C(C=C(C=C1)OC)S(=O)(=O)OC=1C=C(OCCCO)C=C(C1)C (3-[3-(2,5-dimethoxyphenylsulfonyloxy)-5-methylphenoxy]propanol). Solvent: ClCCl (dichloromethane), ClCCl (dichloromethane). Conditions: temperature 0 celsius, time 16 hour. The product is COC1=C(C=C(C=C1)OC)S(=O)(=O)OC=1C=C(OCCC=O)C=C(C1)C (3-[3-(2,5-Dimethoxyph enyls ulfonyloxy)-5-methylphenoxy]propionaldehyde). Yield: 74.9%. As a reaction SMILES: [CH3:1][O:2][C:3]1[CH:8]=[CH:7][C:6]([O:9][CH3:10])=[CH:5][C:4]=1[S:11]([O:14][C:15]1[CH:16]=[C:17]([CH:23]=[C:24]([CH3:26])[CH:25]=1)[O:18][CH2:19][CH2:20][CH2:21][OH:22])(=[O:13])=[O:12].C(N(CC)C(C)C)(C)C.CS(C)=O>ClCCl>[CH3:1][O:2][C:3]1[CH:8]=[CH:7][C:6]([O:9][CH3:10])=[CH:5][C:4]=1[S:11]([O:14][C:15]1[CH:16]=[C:17]([CH:23]=[C:24]([CH3:26])[CH:25]=1)[O:18][CH2:19][CH2:20][CH:21]=[O:22])(=[O:13])=[O:12]. Procedure details: To a cooled (0° C.), stirred solution of 360 mg (0.941 mmol) of 3-[3-(2,5-dimethoxyphenylsulfonyloxy)-5-methylphenoxy]propanol, as prepared in the preceding step, 344 μL (1.98 mmol) of N,N-diisopropylethylamine and 200 μL (2.82 mmol) of anhydrous dimethyl sulfoxide in 6.0 mL of anhydrous dichloromethane was added 300 mg (1.88 mmol) of sulfur trioxide pyridine complex. The mixture was warmed to ambient temperature over 30 min and stirred for 16 h. The mixture was then poured into 15 mL of dichlor... Starting materials: CS(=O)C (Dimethylsulfoxide), C(C)(=O)OC(C)=O (acetic anhydride), C(C)(=O)[O-].[Na+] (sodium acetate), C1(=CC=C(C=C1)S(=O)[O-])C.[Na+] (sodium p-toluenesulfinate). Solvent: [Cl-].[Na+].O (Brine), C(C)(=O)O (acetic acid). Yields the product CSCS(=O)(=O)C1=CC=C(C=C1)C ((Methylthio)(p-Toluenesulfonyl)methane). Yield: 34.0%. Reaction SMILES: [CH3:1][S:2]([CH3:4])=O.C(OC(=O)C)(=O)C.C([O-])(=O)C.[Na+].[C:17]1([CH3:26])[CH:22]=[CH:21][C:20]([S:23]([O-:25])=[O:24])=[CH:19][CH:18]=1.[Na+]>[Cl-].[Na+].O.C(O)(=O)C>[CH3:1][S:2][CH2:4][S:23]([C:20]1[CH:21]=[CH:22][C:17]([CH3:26])=[CH:18][CH:19]=1)(=[O:25])=[O:24] |f:2.3,4.5,6.7.8|. Procedure details: Dimethylsulfoxide (9.25 g, 118 mmol) and acetic anhydride (15.6 g, 153 mmol) were heated to 80° C. for 24 hours. The reaction solution was cooled to room temperature, then glacial acetic acid (90 ml), sodium acetate (9.7 g, 118 mmol) and sodium p-toluenesulfinate (31.6 g, 178 mmol, dried in vacuo overnight with P2O5 at 50° C.) were added. The mixture was heated to 100° C. for 24 hours. Brine (150 ml) was added and the solution was extracted with methylene chloride (5X, 100 ml). The organic extra... Yields the product O=C(O)CC(Sc1ccccc1)c1ccccc1. As a reaction SMILES: [BrH:19].[CH3:20][C:21](=[O:22])[OH:23].[CH:1](=[CH:2][c:3]1[cH:4][cH:5][cH:6][cH:7][cH:8]1)[C:9]([OH:10])=[O:11].[OH2:24].[SH:12][c:13]1[cH:14][cH:15][cH:16][cH:17][cH:18]1>>[CH2:1]([CH:2]([c:3]1[cH:4][cH:5][cH:6][cH:7][cH:8]1)[S:12][c:13]1[cH:14][cH:15][cH:16][cH:17][cH:18]1)[C:9]([OH:10])=[O:11]. The reactants are Br, CC(=O)O, O=C(O)C=Cc1ccccc1, O, Sc1ccccc1. Starting materials: CN (Methylamine), OC=C1C(C(OC1(C)C)(C)C)=O (4-hydroxymethylene-dihydro-2,2,5,5-tetramethyl-3(2H)furanone). Run in C(Cl)(Cl)Cl (chloroform). Product: CC1(OC(C(C1=O)=CNC)(C)C)C (dihydro-2,2,5,5-tetramethyl-4-methylaminomethylene-3(2H)furanone). Isolated yield 74.0%. As a reaction SMILES: [CH3:1][NH2:2].O[CH:4]=[C:5]1[C:9]([CH3:11])([CH3:10])[O:8][C:7]([CH3:13])([CH3:12])[C:6]1=[O:14]>C(Cl)(Cl)Cl>[CH3:12][C:7]1([CH3:13])[C:6](=[O:14])[C:5](=[CH:4][NH:2][CH3:1])[C:9]([CH3:11])([CH3:10])[O:8]1. Procedure: Methylamine gas was bubbled through a solution of 4-hydroxymethylene-dihydro-2,2,5,5-tetramethyl-3(2H)furanone (5.0 g, 29 mmol) in 50 mL of chloroform for 30 min. The solvents were evaporated. The solid residue was recrystallized from hexanes to give 4.Og (74%) of dihydro-2,2,5,5-tetramethyl-4-methylaminomethylene-3(2H)furanone as a light yellow solid: mp 80°-82° C.; Anal Calc'd for C10H17NO2 : C, 65.57; H, 9.29; N, 7.65. Found: C, 65.47; H, 9.30; N, 7.60. Reactants: C1C(CC2=CC=CC=C12)NCCC (N-indan-2-yl-propylamine), C(=O)([O-])[O-].[Na+].[Na+] (Na2CO3), C(CC)(=O)Cl (propionyl chloride). Solvent: C(Cl)Cl (methylene chloride). Run at time 1 hour. Yields the product C1C(CC2=CC=CC=C12)N(C(CC)=O)CCC (N-indan-2-yl-N-propyl-propionamide). Yield: 55.7%. Reaction SMILES: [CH2:1]1[C:9]2[C:4](=[CH:5][CH:6]=[CH:7][CH:8]=2)[CH2:3][CH:2]1[NH:10][CH2:11][CH2:12][CH3:13].C([O-])([O-])=O.[Na+].[Na+].[C:20](Cl)(=[O:23])[CH2:21][CH3:22]>C(Cl)Cl>[CH2:3]1[C:4]2[C:9](=[CH:8][CH:7]=[CH:6][CH:5]=2)[CH2:1][CH:2]1[N:10]([CH2:11][CH2:12][CH3:13])[C:20](=[O:23])[CH2:21][CH3:22] |f:1.2.3|. Procedure: To a solution of N-indan-2-yl-propylamine (9.5 g, 54.3 mmol) in methylene chloride was added aq. Na2CO3 (150 mL, 3%) followed by propionyl chloride (7.5 mL, 86.3 mmol). The mixture was stirred at ambient temperature for 1 h. The layers were separated and the organic layer was washed with water, separated and dried (MgSO4). Evaporation of the solvent yielded 7 g (56%) of N-indan-2-yl-N-propyl-propionamide. MS m/e 231 (1, M+), 116 (100), 117 (23), 57 (11), 146 (9). The reactants are N(=NC(=O)N1CCCCC1)C(=O)N1CCCCC1 (1,1′-(azodicarbonyl)dipiperidine), OCC=1C=C(OC2=NC=C(C#N)C=C2)C=CC1 (6-(3-hydroxymethyl-phenoxy)-nicotinonitrile), OC1=C(C=CC(=C1CCC)O)C(C)=O (1-(2,4-dihydroxy-3-propyl-phenyl)-ethanone), C(CCC)P(CCCC)CCCC (tributylphosphine). The solvent is C(C)OCC (diethyl ether), C1(=CC=CC=C1)C.ClCCl (toluene dichloromethane). Conditions: temperature -20 celsius, time 5 minute. Yields the product C(C)(=O)C1=C(C(=C(OCC=2C=C(OC3=NC=C(C#N)C=C3)C=CC2)C=C1)CCC)O (6-[3-(4-acetyl-3-hydroxy-2-propyl-phenoxymethyl)-phenoxy]-nicotinonitrile). The yield is 33.1%. Reaction SMILES: [OH:1][CH2:2][C:3]1[CH:4]=[C:5]([CH:15]=[CH:16][CH:17]=1)[O:6][C:7]1[CH:14]=[CH:13][C:10]([C:11]#[N:12])=[CH:9][N:8]=1.[OH:18][C:19]1[C:24]([CH2:25][CH2:26][CH3:27])=[C:23](O)[CH:22]=[CH:21][C:20]=1[C:29](=[O:31])[CH3:30].C(P(CCCC)CCCC)CCC.N(C(N1CCCCC1)=O)=NC(N1CCCCC1)=O>C(OCC)C.C1(C)C=CC=CC=1.ClCCl>[C:29]([C:20]1[CH:21]=[CH:22][C:23]([O:1][CH2:2][C:3]2[CH:4]=[C:5]([CH:15]=[CH:16][CH:17]=2)[O:6][C:7]2[CH:14]=[CH:13][C:10]([C:11]#[N:12])=[CH:9][N:8]=2)=[C:24]([CH2:25][CH2:26][CH3:27])[C:19]=1[OH:18])(=[O:31])[CH3:30] |f:5.6|. Procedure: Mix 6-(3-hydroxymethyl-phenoxy)-nicotinonitrile (1.63 g, 7.18 mmol) and 1-(2,4-dihydroxy-3-propyl-phenyl)-ethanone (1.33 g, 6.84 mmol) in 2:1 toluene/dichloromethane (24 mL). Cool to −20° C. and add tributylphosphine (2.6 mL, 10.26 mmol) dropwise. After stirring for 5 minutes, add 1,1′-(azodicarbonyl)dipiperidine in three batches. Allow the reaction mixture to warm to ambient temperature overnight. Concentrate under reduced pressure to give a yellow solid. Dilute with diethyl ether (50 mL) and c... The reactants are CC(=O)O[BH-](OC(C)=O)OC(C)=O, Cc1ccc(CNc2ccc3c(C=O)cccc3n2)o1, CC(=O)O, CC(Cl)Cl, [Na+]. The product is Cc1ccc(CNc2ccc3c(CO)cccc3n2)o1. RXN SMILES: [C:25]([O:26][BH-:27]([O:28][C:29](=[O:30])[CH3:31])[O:32][C:33](=[O:34])[CH3:35])(=[O:36])[CH3:37].[CH3:1][c:2]1[cH:3][cH:4][c:5]([CH2:7][NH:8][c:9]2[n:10][c:11]3[cH:12][cH:13][cH:14][c:15]([CH:19]=[O:20])[c:16]3[cH:17][cH:18]2)[o:6]1.[CH3:21][C:22](=[O:23])[OH:24].[Cl:39][CH:40]([Cl:41])[CH3:42].[Na+:38]>>[CH3:1][c:2]1[cH:3][cH:4][c:5]([CH2:7][NH:8][c:9]2[n:10][c:11]3[cH:12][cH:13][cH:14][c:15]([CH2:19][OH:20])[c:16]3[cH:17][cH:18]2)[o:6]1. The reactants are CO, COC(=O)c1ccc(N(C)CC2CCCN2C(=O)Cc2ccc(NC(=O)Nc3ccccc3F)c(OC)c2)c([N+](=O)[O-])c1. Yields the product COC(=O)c1ccc(N(C)CC2CCCN2C(=O)Cc2ccc(NC(=O)Nc3ccccc3F)c(OC)c2)c(N)c1. As a reaction SMILES: [CH3:44][OH:45].[F:1][c:2]1[c:3]([NH:8][C:9]([NH:10][c:11]2[c:12]([O:41][CH3:42])[cH:13][c:14]([CH2:17][C:18](=[O:19])[N:20]3[CH:21]([CH2:25][N:26]([CH3:27])[c:28]4[c:29]([N+:38]([O-:39])=[O:40])[cH:30][c:31]([C:32](=[O:33])[O:34][CH3:35])[cH:36][cH:37]4)[CH2:22][CH2:23][CH2:24]3)[cH:15][cH:16]2)=[O:43])[cH:4][cH:5][cH:6][cH:7]1>>[F:1][c:2]1[c:3]([NH:8][C:9]([NH:10][c:11]2[c:12]([O:41][CH3:42])[cH:13][c:14]([CH2:17][C:18](=[O:19])[N:20]3[CH:21]([CH2:25][N:26]([CH3:27])[c:28]4[c:29]([NH2:38])[cH:30][c:31]([C:32](=[O:33])[O:34][CH3:35])[cH:36][cH:37]4)[CH2:22][CH2:23][CH2:24]3)[cH:15][cH:16]2)=[O:43])[cH:4][cH:5][cH:6][cH:7]1. Starting materials: NCC(=O)N(C1=CC=CC=C1)CC(=O)N(C1=CC=CC=C1)C (2-(2-amino-N-phenyl-acetamido)-N-methyl-N-phenylacetamide), CC=1C=C(C=CC1)N=C=O (3-methylphenyl isocyanate). Yields the product CN(C(CN(C(CNC(=O)NC1=CC(=CC=C1)C)=O)C1=CC=CC=C1)=O)C1=CC=CC=C1 (N-methyl-N-phenyl-2-{2-[3-(3-methylphenyl)ureido]-N-phenyl-acetamido}acetamide). The yield is 30.9%. As a reaction SMILES: [NH2:1][CH2:2][C:3]([N:5]([CH2:12][C:13]([N:15]([CH3:22])[C:16]1[CH:21]=[CH:20][CH:19]=[CH:18][CH:17]=1)=[O:14])[C:6]1[CH:11]=[CH:10][CH:9]=[CH:8][CH:7]=1)=[O:4].[CH3:23][C:24]1[CH:25]=[C:26]([N:30]=[C:31]=[O:32])[CH:27]=[CH:28][CH:29]=1>>[CH3:22][N:15]([C:16]1[CH:21]=[CH:20][CH:19]=[CH:18][CH:17]=1)[C:13](=[O:14])[CH2:12][N:5]([C:6]1[CH:11]=[CH:10][CH:9]=[CH:8][CH:7]=1)[C:3](=[O:4])[CH2:2][NH:1][C:31]([NH:30][C:26]1[CH:27]=[CH:28][CH:29]=[C:24]([CH3:23])[CH:25]=1)=[O:32]. Procedure: The procedure is analogous to that described in Example 1 but 0.9 g of 2-(2-amino-N-phenyl-acetamido)-N-methyl-N-phenylacetamide and 0.4 g of 3-methylphenyl isocyanate are used as the starting material. After recrystallization from a mixture of diethyl ether and ethyl acetate (60-40 by volume), 0.4 g of N-methyl-N-phenyl-2-{2-[3-(3-methylphenyl)ureido]-N-phenyl-acetamido}acetamide melting at 168° C. is obtained.